This data is from the Open Reaction Database (ORD), a public repository of structured organic reaction records. The task is: describe an organic reaction: reactants, conditions, products, and yield Starting materials: O1C(=CC=C1)C(C)O (1(2-furyl)-1-ethanol), C(C1=CC=CO1)O (furfuryl alcohol), BrCl (BrCl), O (water), BrCl (BrCl). Run in O1CCCC1 (tetrahydrofuran), O1CCCC1 (tetrahydrofuran). Reaction conditions: temperature 0 celsius. Product: CC1=C(C(=O)C=CO1)O (maltol). As a reaction SMILES: O.[O:2]1[CH:6]=[CH:5][CH:4]=[C:3]1[CH:7]([OH:9])[CH3:8].BrCl.C(O)C1[O:17]C=CC=1>O1CCCC1>[CH3:8][C:7]1[O:9][CH:6]=[CH:5][C:4](=[O:17])[C:3]=1[OH:2]. Reported procedure: To a 3-neck round bottom flask is charged a solution of 50 ml of water and 20 ml of tetrahydrofuran and the solution is cooled to 0° C. An addition funnel is charged with a solution of 1(2-furyl)-1-ethanol (0.89 mole) in 25 ml of tetrahydrofuran and this solution is added dropwise to the reaction flask while BrCl (0.30 mole) is added via a gas inlet tube. The rate of addition is such that all the furfuryl alcohol is added in the first 1.3-1.5 equivalents of BrCl while maintaining the temperature... Reactants: IC=1C=C2CC[C@@H](OC2=CC1)CNC(OC(C)(C)C)=O (Tert-butyl [(2R)-6-iodo-3,4-dihydro-2H-chromen-2-yl]methylcarbamate), CC1(OB(OC1(C)C)C1=CC=C(C(=O)OC)C=C1)C (Methyl 4-(4,4,5,5-tetramethyl-1,3,2-dioxaborolan-2-yl)benzoate). Reagents/catalysts: C1=CC=C(C=C1)P([C-]2C=CC=C2)C3=CC=CC=C3.C1=CC=C(C=C1)P([C-]2C=CC=C2)C3=CC=CC=C3.Cl[Pd]Cl.[Fe+2] (Pd(dppf)Cl2). The solvent is C1(=CC=CC=C1)C (toluene), O1CCOCC1 (1,4-dioxane). Conditions: temperature 85 celsius, time 16 hour. Product: C(C)(C)(C)OC(=O)NC[C@@H]1OC2=CC=C(C=C2CC1)C1=CC=C(C(=O)OC)C=C1 (Methyl 4-((2R)-2-{[(tert-butoxycarbonyl)amino]methyl}-3,4-dihydro-2H-chromen-6-yl)benzoate). The yield is 83.1%. RXN SMILES: CC1(C)C(C)(C)OB([C:9]2[CH:18]=[CH:17][C:12]([C:13]([O:15][CH3:16])=[O:14])=[CH:11][CH:10]=2)O1.I[C:21]1[CH:22]=[C:23]2[C:28](=[CH:29][CH:30]=1)[O:27][C@@H:26]([CH2:31][NH:32][C:33](=[O:39])[O:34][C:35]([CH3:38])([CH3:37])[CH3:36])[CH2:25][CH2:24]2>C1(C)C=CC=CC=1.O1CCOCC1.C1C=CC(P(C2C=CC=CC=2)[C-]2C=CC=C2)=CC=1.C1C=CC(P(C2C=CC=CC=2)[C-]2C=CC=C2)=CC=1.Cl[Pd]Cl.[Fe+2]>[C:35]([O:34][C:33]([NH:32][CH2:31][C@H:26]1[CH2:25][CH2:24][C:23]2[C:28](=[CH:29][CH:30]=[C:21]([C:9]3[CH:10]=[CH:11][C:12]([C:13]([O:15][CH3:16])=[O:14])=[CH:17][CH:18]=3)[CH:22]=2)[O:27]1)=[O:39])([CH3:38])([CH3:36])[CH3:37] |f:4.5.6.7|. Procedure details: A solution of methyl 4-(4,4,5,5-tetramethyl-1,3,2-dioxaborolan-2-yl)benzoate (Example 15, 1.67 g, 6.36 mmol) in 130 mL toluene and 27 mL 1,4-dioxane was degassed with argon for 10 minutes. tert-Butyl [(2R)-6-iodo-3,4-dihydro-2H-chromen-2-yl]methylcarbamate (Example 12, 1.65 g) and 265 mg (3 mol %) Pd(dppf)Cl2 were then added, and the solution was degassed with argon for an additional 5 minutes. Finally, 26.5 mL of 2M aqueous sodium carbonate was added and the solution was stirred at 85° C. for 1...